Dataset: the Open Reaction Database (ORD), a public repository of structured organic reaction records. Task: describe an organic reaction: reactants, conditions, products, and yield Reactants: CN(C)CC1(CCOCC1)C1=CC=C(C=C1)O (4-(4-Dimethylaminomethyl-tetrahydro-pyran-4-yl)-phenol), N1(CCCC1)C(CCO)C (3-pyrrolidin-1-yl-butan-1-ol), C1=CC=C(C=C1)P(C2=CC=CC=C2)C3=CC=CC=C3 (PPh3), CC(C)OC(=O)/N=N/C(=O)OC(C)C (DIAD), crude material. Run in C1CCOC1 (THF), C(Cl)Cl.CO (DCM MeOH). Yields the product CN(CC1(CCOCC1)C1=CC=C(C=C1)OCCC(C)N1CCCC1)C (Dimethyl-{4-[4-(3-pyrrolidin-1-yl-butoxy)-phenyl]-tetrahydro-pyran-4-ylmethyl}-amine). Yield: 23.7%. Reaction SMILES: [CH3:1][N:2]([CH2:4][C:5]1([C:11]2[CH:16]=[CH:15][C:14]([OH:17])=[CH:13][CH:12]=2)[CH2:10][CH2:9][O:8][CH2:7][CH2:6]1)[CH3:3].[N:18]1([CH:23]([CH3:27])[CH2:24][CH2:25]O)[CH2:22][CH2:21][CH2:20][CH2:19]1.C1C=CC(P(C2C=CC=CC=2)C2C=CC=CC=2)=CC=1.CC(OC(/N=N/C(OC(C)C)=O)=O)C>C(Cl)Cl.CO.C1COCC1>[CH3:3][N:2]([CH3:1])[CH2:4][C:5]1([C:11]2[CH:16]=[CH:15][C:14]([O:17][CH2:25][CH2:24][CH:23]([N:18]3[CH2:22][CH2:21][CH2:20][CH2:19]3)[CH3:27])=[CH:13][CH:12]=2)[CH2:6][CH2:7][O:8][CH2:9][CH2:10]1 |f:4.5|. Reported procedure: 4-(4-Dimethylaminomethyl-tetrahydro-pyran-4-yl)-phenol (925 mg, 3.93 mmol), 3-pyrrolidin-1-yl-butan-1-ol (450 mg, 3.14 mmol), PPh3 (1.03 g, 3.93 mmol), THF (9 ml) and DIAD (0.77 ml, 3.93 mmol) were reacted together according to general procedure C. The crude material was subjected to chromatography on silica eluting with DCM:MeOH (99.5:0.5) to provide the title compound (268 mg, 24%) as a colourless oil. 1H NMR (400 MHz, CDCl3) δ7.21 (d, 2H), 6.88 (d, 2H), 4.11-3.97 (m, 2H), 3.75 (dt, 2H), 3.55 ... Starting materials: solution A, solution A, C(C1=CC=CC=C1)OC([C@H](CC(=O)O)NC(=O)OC(C)(C)C)=O (2(S)-tert-butoxycarbonylaminosuccinic acid 1-benzyl ester), C(=O)(N1C=NC=C1)N1C=NC=C1 (1,1′-carbonyldiimidazole), Solution B, [N+](=O)([O-])C (nitromethane), solution B, CC(C)([O-])C.[K+] (potassium tert-butoxide), Cl (hydrochloric acid). Solvent: O1CCCC1 (tetrahydrofuran), O1CCCC1 (tetrahydrofuran). Run at time 16 hour. Yields the product C(C)(C)(C)OC(=O)N[C@H](C(=O)OCC1=CC=CC=C1)CC(C[N+](=O)[O-])=O (Benzyl 2(S)-tert-butoxycarbonylamino-5-nitro-4-oxopentanoate). RXN SMILES: [CH2:1]([O:8][C:9](=[O:23])[C@@H:10]([NH:15][C:16]([O:18][C:19]([CH3:22])([CH3:21])[CH3:20])=[O:17])[CH2:11][C:12]([OH:14])=O)[C:2]1[CH:7]=[CH:6][CH:5]=[CH:4][CH:3]=1.C(N1C=CN=C1)(N1C=CN=C1)=O.[N+:36]([CH3:39])([O-:38])=[O:37].CC(C)([O-])C.[K+].Cl>O1CCCC1>[C:19]([O:18][C:16]([NH:15][C@@H:10]([CH2:11][C:12](=[O:14])[CH2:39][N+:36]([O-:38])=[O:37])[C:9]([O:8][CH2:1][C:2]1[CH:3]=[CH:4][CH:5]=[CH:6][CH:7]=1)=[O:23])=[O:17])([CH3:22])([CH3:21])[CH3:20] |f:3.4|. Procedure details: A solution A of 10 g (30.9 mmol) of 2(S)-tert-butoxycarbonylaminosuccinic acid 1-benzyl ester and 5.27 g (32.5 mmol) of 1,1′-carbonyldiimidazole in 100 ml of tetrahydrofuran is stirred at RT for 5 h. 18.8 g (30.9 mmol) of nitromethane are added dropwise to a solution B of 3.2 g (34.2 mmol) of potassium tert-butoxide in 100 ml of tetrahydrofuran at 0° C. Solution B is stirred while warming to RT, and then solution A is added dropwise at RT. The resulting mixture is stirred at RT for 16 h and adju... Reaction SMILES: [Br-:1].[CH3:24][c:25]1[cH:26][cH:27][cH:28][cH:29][cH:30]1.[Cl:10][CH2:11][c:12]1[c:13]([C:14](=[O:15])[Cl:16])[cH:17][cH:18][c:19]([C:21]#[N:22])[cH:20]1.[ClH:23].[F:2][c:3]1[cH:4][cH:5][c:6]([Mg+:9])[cH:7][cH:8]1>>[F:2][c:3]1[cH:4][cH:5][c:6]([C:14]([c:13]2[c:12]([CH2:11][Cl:10])[cH:20][c:19]([C:21]#[N:22])[cH:18][cH:17]2)=[O:15])[cH:7][cH:8]1. Yields the product N#Cc1ccc(C(=O)c2ccc(F)cc2)c(CCl)c1. Reactants: [Br-], Cc1ccccc1, N#Cc1ccc(C(=O)Cl)c(CCl)c1, Cl, Fc1ccc([Mg+])cc1.